From a dataset of the Open Reaction Database (ORD), a public repository of structured organic reaction records. describe an organic reaction: reactants, conditions, products, and yield Starting materials: CCCCCCCCOCC1CO1, CC(=O)O, [Na+], [OH-], O. Product: CCCCCCCCOCC(O)CO. RXN SMILES: [CH2:1]([CH:2]1[CH2:3][O:4]1)[O:5][CH2:6][CH2:7][CH2:8][CH2:9][CH2:10][CH2:11][CH2:12][CH3:13].[CH3:14][C:15]([OH:16])=[O:17].[Na+:19].[OH-:18].[OH2:20]>>[CH2:1]([CH:2]([CH2:3][OH:16])[OH:4])[O:5][CH2:6][CH2:7][CH2:8][CH2:9][CH2:10][CH2:11][CH2:12][CH3:13]. The reactants are FC=1C=C(OCCN2CCC(CC2)(C(=O)OCC)CCCC2=C(C=NC3=CC=C(C=C23)OC)F)C=CC1F (ethyl 1-[2-(3,4-difluorophenoxy)ethyl]-4-[3-(3-fluoro-6-methoxyquinolin-4-yl)propyl]piperidine-4-carboxylate), [OH-].[Na+] (sodium hydroxide). Run in O1CCOCC1 (dioxane), CO (methanol). Reaction conditions: temperature 70 celsius, time 17 hour. Product: FC=1C=C(OCCN2CCC(CC2)(C(=O)O)CCCC2=C(C=NC3=CC=C(C=C23)OC)F)C=CC1F (1-[2-(3,4-difluoro-phenoxy)ethyl]-4-[3-(3-fluoro-6-methoxyquinolin-4-yl)-propyl]piperidine-4-carboxylic acid). The yield is 83.4%. Reaction SMILES: [F:1][C:2]1[CH:3]=[C:4]([CH:35]=[CH:36][C:37]=1[F:38])[O:5][CH2:6][CH2:7][N:8]1[CH2:13][CH2:12][C:11]([CH2:19][CH2:20][CH2:21][C:22]2[C:31]3[C:26](=[CH:27][CH:28]=[C:29]([O:32][CH3:33])[CH:30]=3)[N:25]=[CH:24][C:23]=2[F:34])([C:14]([O:16]CC)=[O:15])[CH2:10][CH2:9]1.[OH-].[Na+]>O1CCOCC1.CO>[F:1][C:2]1[CH:3]=[C:4]([CH:35]=[CH:36][C:37]=1[F:38])[O:5][CH2:6][CH2:7][N:8]1[CH2:9][CH2:10][C:11]([CH2:19][CH2:20][CH2:21][C:22]2[C:31]3[C:26](=[CH:27][CH:28]=[C:29]([O:32][CH3:33])[CH:30]=3)[N:25]=[CH:24][C:23]=2[F:34])([C:14]([OH:16])=[O:15])[CH2:12][CH2:13]1 |f:1.2|. Procedure details: A mixture of 0.38 g of ethyl 1-[2-(3,4-difluorophenoxy)ethyl]-4-[3-(3-fluoro-6-methoxyquinolin-4-yl)propyl]piperidine-4-carboxylate in 3 cm3 of dioxane, 3 cm3 of methanol and 2.1 cm3 of aqueous 5N sodium hydroxide solution was stirred at a temperature in the region of 70° C. for 17 hours. After cooling to about 20° C., the reaction mixture was concentrated to dryness under a pressure gradually reduced from 30 kPa to 2.5 kPa and at a temperature in the region of 45° C. The residue was taken up in... Starting materials: ClC(Cl)Cl, Cl, Cl, Nc1ncc(Sc2ccccn2)s1, O=C(OO)c1cccc(Cl)c1. Yields the product Nc1ncc(S(=O)c2ccccn2)s1. RXN SMILES: [CH:27]([Cl:28])([Cl:29])[Cl:30].[ClH:1].[ClH:2].[NH2:3][c:4]1[s:5][c:6]([S:9][c:10]2[n:11][cH:12][cH:13][cH:14][cH:15]2)[cH:7][n:8]1.[OH:16][O:17][C:18]([c:19]1[cH:20][c:21]([Cl:22])[cH:23][cH:24][cH:25]1)=[O:26]>>[NH2:3][c:4]1[s:5][c:6]([S:9]([c:10]2[n:11][cH:12][cH:13][cH:14][cH:15]2)=[O:16])[cH:7][n:8]1. The reactants are C(C)(=O)OC(C)=O (Acetic anhydride), C(=O)O (formic acid), BrC=1C=C2C3=C(C(NC4=C(N3CC2)C=CC=C4)CCCN(C)C)C1 (4-bromo-N,N-dimethyl-1,2,6,7-tetrahydrobenzo[b]pyrrolo[3,2,1-jk][1,4]benzodiazepine-6-propanamine), formic-acetic, anhydride, [OH-].[Na+] (sodium hydroxide). Solvent: O (water), ClCCl (dichloromethane), C(Cl)(Cl)Cl (chloroform). Reaction conditions: temperature -10 celsius, time 1 hour. The product is BrC=1C=C2C3=C(C(N(C4=C(N3CC2)C=CC=C4)C=O)CCCN(C)C)C1 (4-Bromo-N,N-dimethyl-7-formyl-1,2,6,7-tetrahydrobenzo[b]pyrrolo[3,2,1-jk][1,4]benzodiazepine-6-propanamine). As a reaction SMILES: C(O[C:5](=[O:7])C)(=O)C.C(O)=O.[Br:11][C:12]1[CH:13]=[C:14]2[CH2:23][CH2:22][N:21]3[C:15]2=[C:16]([CH:34]=1)[CH:17]([CH2:28][CH2:29][CH2:30][N:31]([CH3:33])[CH3:32])[NH:18][C:19]1[CH:27]=[CH:26][CH:25]=[CH:24][C:20]=13.[OH-].[Na+]>C(Cl)(Cl)Cl.O.ClCCl>[Br:11][C:12]1[CH:13]=[C:14]2[CH2:23][CH2:22][N:21]3[C:15]2=[C:16]([CH:34]=1)[CH:17]([CH2:28][CH2:29][CH2:30][N:31]([CH3:32])[CH3:33])[N:18]([CH:5]=[O:7])[C:19]1[CH:27]=[CH:26][CH:25]=[CH:24][C:20]=13 |f:3.4|. Reported procedure: Acetic anhydride (7.8 ml) and formic acid (12.5 ml) were mixed together and stirred at -10° C. for 1 hour. This solution now containing formic-acetic mixed anhydride was added to a solution of 4-bromo-N,N-dimethyl-1,2,6,7-tetrahydrobenzo[b]pyrrolo[3,2,1-jk][1,4]benzodiazepine-6-propanamine (21.3 g) in chloroform (250 ml) at room temperature in one portion. The resulting solution was shaken for 30 minutes The reagent and solvent were removed on a rotary evaporator to give a foam-oil mixture. This... The reactants are C(C)(C)(C)OC(C[C@H]([C@H](C(C)C)N(C)C(=O)OCC1=CC=CC=C1)OC)=O (t-butyl-(3R,4S)-4-(N-benzyloxycarbonyl-N-methylamino)-3-methoxy-5-methyl-hexanoate). The reagents and catalysts are [Pd] (Pd/C). The solvent is CO (methanol). The product is C(C)(C)(C)OC(C[C@H]([C@H](C(C)C)NC)OC)=O (t-butyl-(3R,4S)-4-(N-methylamino)-3-methoxy-5-methyl- hexanoate). Reaction SMILES: [C:1]([O:5][C:6](=[O:27])[CH2:7][C@@H:8]([O:25][CH3:26])[C@@H:9]([N:13](C(OCC1C=CC=CC=1)=O)[CH3:14])[CH:10]([CH3:12])[CH3:11])([CH3:4])([CH3:3])[CH3:2]>CO.[Pd]>[C:1]([O:5][C:6](=[O:27])[CH2:7][C@@H:8]([O:25][CH3:26])[C@@H:9]([NH:13][CH3:14])[CH:10]([CH3:11])[CH3:12])([CH3:3])([CH3:2])[CH3:4]. Reported procedure: To a solution of t-butyl-(3R,4S)-4-(N-benzyloxycarbonyl-N-methylamino)-3-methoxy-5-methyl-hexanoate (3.855 g, 10.17 mmol) in 100 ml methanol was added 10% Pd/C (0.541 g) and the mixture was hydrogenated until completion of the deprotection (tlc control). The catalyst was removed by filtration and the filtrate concentrated in vacuo. The resulting amorphous solid (2.49 g) can be crystallized from ether by adding a solution of HCl in dioxane. Starting materials: C(C)C=1N=C(SC1C#C[Si](C)(C)C)N (4-ethyl-5-trimethylsilanylethynyl-thiazol-2-ylamine), C(=O)([O-])[O-].[K+].[K+] (K2CO3). The solvent is CO (MeOH). Run at time 2 hour. Yields the product C(C)C=1N=C(SC1C#C)N (4-Ethyl-5-ethynyl-thiazol-2-ylamine). Isolated yield 63.4%. Reaction SMILES: [CH2:1]([C:3]1[N:4]=[C:5]([NH2:14])[S:6][C:7]=1[C:8]#[C:9][Si](C)(C)C)[CH3:2].C([O-])([O-])=O.[K+].[K+]>CO>[CH2:1]([C:3]1[N:4]=[C:5]([NH2:14])[S:6][C:7]=1[C:8]#[CH:9])[CH3:2] |f:1.2.3|. Procedure details: To the above prepared 4-ethyl-5-trimethylsilanylethynyl-thiazol-2-ylamine (0.595 g, 2.651 mmol), dissolved in 9 mL of MeOH, was added K2CO3 (0.550 g, 1.5 eq.) and the mixture was stirred for 2 h at ambient temperature. Pouring onto crashed ice/NH4Cl, twofold extraction with ethyl acetate, washing with water and brine, drying over sodium sulfate, and evaporation to dryness, followed by flash chromatography (SiO2, hexane/ethyl acetate=7/3), produced 0.256 g of the title compound as light brown sol... Starting materials: O=C([O-])[O-], C1CCOC1, COC(=O)C=Cc1cccc(C(F)(F)F)c1C(=O)OC(C)C, [Li+], [Na+], [Na+], [Na+], O=C([O-])O, [OH-], O. Yields the product CC(C)OC(=O)c1c(C=CC(=O)O)cccc1C(F)(F)F. Reaction SMILES: [C:36](=[O:37])([O-:38])[O-:39].[CH2:26]1[O:27][CH2:28][CH2:29][CH2:30]1.[CH3:1][O:2][C:3]([CH:4]=[CH:5][c:6]1[c:7]([C:8](=[O:9])[O:10][CH:11]([CH3:12])[CH3:13])[c:14]([C:18]([F:19])([F:20])[F:21])[cH:15][cH:16][cH:17]1)=[O:22].[Li+:24].[Na+:35].[Na+:40].[Na+:41].[O-:31][C:32]([OH:33])=[O:34].[OH-:25].[OH2:23]>>[O:2]=[C:3]([CH:4]=[CH:5][c:6]1[c:7]([C:8](=[O:9])[O:10][CH:11]([CH3:12])[CH3:13])[c:14]([C:18]([F:19])([F:20])[F:21])[cH:15][cH:16][cH:17]1)[OH:22]. The reactants are NC1=CC=C(C=C1)C(C)=O (4′-aminoacetophenone), C(CO)O (ethylene glycol), CC=1C=CC(=CC1)S(=O)(=O)O.O (p-TsOH.H2O). The solvent is C1(=CC=CC=C1)C (toluene). Yields the product CC1(OCCO1)C1=CC=C(C=C1)N (4-(2-methyl-[1,3]dioxolan-2-yl)-phenylamine). Isolated yield 34.9%. As a reaction SMILES: [NH2:1][C:2]1[CH:7]=[CH:6][C:5]([C:8](=[O:10])[CH3:9])=[CH:4][CH:3]=1.[CH2:11](O)[CH2:12][OH:13].CC1C=CC(S(O)(=O)=O)=CC=1.O>C1(C)C=CC=CC=1>[CH3:9][C:8]1([C:5]2[CH:6]=[CH:7][C:2]([NH2:1])=[CH:3][CH:4]=2)[O:13][CH2:12][CH2:11][O:10]1 |f:2.3|. Reported procedure: A mixture of 4′-aminoacetophenone (1.45 g, 10.7 mmol), ethylene glycol (2.00 g, 32.2 mmol), and p-TsOH.H2O (2.45 g, 12.9 mmol) in toluene (30 mL) were heated to reflux under a Dean-Stark trap for 3.5 h. Basic work-up and purification gave 4-(2-methyl-[1,3]dioxolan-2-yl)-phenylamine as colourless crystals (0.67 g, 35%). Yields the product O=C(NC(Cc1ccccc1)C(=O)Nc1cc(C(F)(F)F)cc(C(F)(F)F)c1)c1cc(Cl)ccc1O. Starting materials: CC(=O)Oc1ccc(Cl)cc1C(=O)NC(Cc1ccccc1)C(=O)Nc1cc(C(F)(F)F)cc(C(F)(F)F)c1, CCOC(C)=O, CCCCCC, CO, CC(C)OC(C)C, Cl, [Na+], C1CCOC1, [OH-]. Reaction SMILES: [C:3](=[O:4])([CH3:5])[O:6][c:7]1[c:8]([C:9](=[O:10])[NH:11][CH:12]([CH2:13][c:14]2[cH:15][cH:16][cH:17][cH:18][cH:19]2)[C:20]([NH:21][c:22]2[cH:23][c:24]([C:32]([F:33])([F:34])[F:35])[cH:25][c:26]([C:28]([F:29])([F:30])[F:31])[cH:27]2)=[O:36])[cH:37][c:38]([Cl:41])[cH:39][cH:40]1.[C:56]([O:57][CH2:58][CH3:59])(=[O:60])[CH3:61].[CH3:43][CH2:44][CH2:45][CH2:46][CH2:47][CH3:48].[CH3:67][OH:68].[CH:49]([O:50][CH:51]([CH3:52])[CH3:53])([CH3:54])[CH3:55].[ClH:42].[Na+:2].[O:62]1[CH2:63][CH2:64][CH2:65][CH2:66]1.[OH-:1]>>[OH:6][c:7]1[c:8]([C:9](=[O:10])[NH:11][CH:12]([CH2:13][c:14]2[cH:15][cH:16][cH:17][cH:18][cH:19]2)[C:20]([NH:21][c:22]2[cH:23][c:24]([C:32]([F:33])([F:34])[F:35])[cH:25][c:26]([C:28]([F:29])([F:30])[F:31])[cH:27]2)=[O:36])[cH:37][c:38]([Cl:41])[cH:39][cH:40]1.